Dataset: the Open Reaction Database (ORD), a public repository of structured organic reaction records. Task: describe an organic reaction: reactants, conditions, products, and yield The reactants are CCc1ccccc1O, O, O=[N+]([O-])O. The product is CCc1cccc([N+](=O)[O-])c1O. As a reaction SMILES: [CH2:1]([CH3:2])[c:3]1[c:4]([OH:9])[cH:5][cH:6][cH:7][cH:8]1.[OH2:14].[OH:10][N+:11]([O-:12])=[O:13]>>[CH2:1]([CH3:2])[c:3]1[c:4]([OH:9])[c:5]([N+:11](=[O:10])[O-:12])[cH:6][cH:7][cH:8]1. Starting materials: OC1C2=C(OCC3=C1C=CC=C3)C=CC(=C2)OCC2=NC3=CC=CC=C3C=C2 (11-Hydroxy-2-(quinolin-2-yl)methoxy-6,11-dihydrodibenz[b,e]oxepine), C(CO)(=O)OC (methyl glycolate). The product is C(=O)(O)COC1C2=C(OCC3=C1C=CC=C3)C=CC(=C2)OCC2=NC3=CC=CC=C3C=C2 (11-Carboxymethoxy-2-(quinolin-2-yl)methoxy-6,11-dihydrodibenz[b,e]oxepine). Reaction SMILES: [OH:1][CH:2]1[C:8]2[CH:9]=[CH:10][CH:11]=[CH:12][C:7]=2[CH2:6][O:5][C:4]2[CH:13]=[CH:14][C:15]([O:17][CH2:18][C:19]3[CH:28]=[CH:27][C:26]4[C:21](=[CH:22][CH:23]=[CH:24][CH:25]=4)[N:20]=3)=[CH:16][C:3]1=2.[C:29]([O:33]C)(=[O:32])[CH2:30]O>>[C:29]([CH2:30][O:1][CH:2]1[C:8]2[CH:9]=[CH:10][CH:11]=[CH:12][C:7]=2[CH2:6][O:5][C:4]2[CH:13]=[CH:14][C:15]([O:17][CH2:18][C:19]3[CH:28]=[CH:27][C:26]4[C:21](=[CH:22][CH:23]=[CH:24][CH:25]=4)[N:20]=3)=[CH:16][C:3]1=2)([OH:33])=[O:32]. Reported procedure: 11-Hydroxy-2-(quinolin-2-yl)methoxy-6,11-dihydrodibenz[b,e]oxepine and methyl glycolate were used and reacted in the same manner as in Example 26 to obtain the title compound. Starting materials: CC1CN(c2ccc(N3CC(CN)OC3=O)cc2F)CCC1=CC#N, O=C(O)C(F)(F)F. Product: CC1CN(c2ccc(N3CC(CNC(=O)C(F)(F)F)OC3=O)cc2F)CCC1=CC#N. As a reaction SMILES: [C:1](#[N:2])[CH:3]=[C:4]1[CH:5]([CH3:25])[CH2:6][N:7]([c:10]2[c:11]([F:24])[cH:12][c:13]([N:16]3[C:17](=[O:23])[O:18][CH:19]([CH2:21][NH2:22])[CH2:20]3)[cH:14][cH:15]2)[CH2:8][CH2:9]1.[OH:26][C:27](=[O:28])[C:29]([F:30])([F:31])[F:32]>>[C:1](#[N:2])[CH:3]=[C:4]1[CH:5]([CH3:25])[CH2:6][N:7]([c:10]2[c:11]([F:24])[cH:12][c:13]([N:16]3[C:17](=[O:23])[O:18][CH:19]([CH2:21][NH:22][C:27](=[O:26])[C:29]([F:30])([F:31])[F:32])[CH2:20]3)[cH:14][cH:15]2)[CH2:8][CH2:9]1. The reactants are ClC1=CC=C(C=C1)C=1N=C2N(C=CC=C2)C1CC1=NOC(=N1)C(=O)OCC (Ethyl 3-((2-(4-chlorophenyl)imidazo[1,2-a]pyridin-3-yl)methyl)-1,2,4-oxadiazole-5-carboxylate), Cl.ClCC1=C(N=C2N1C=C(C=C2)F)C2=CC=C(C=C2)Cl (3-(chloromethyl)-2-(4-chlorophenyl)-6-fluoroimidazo[1,2-a]pyridine hydrochloride). Yields the product ClC1=CC=C(C=C1)C=1N=C2N(C=C(C=C2)F)C1CC1=NOC(=N1)C(=O)OCC (Ethyl 3-((2-(4-chlorophenyl)-6-fluoroimidazo[1,2-a]pyridin-3-yl)methyl)-1,2,4-oxadiazole-5-carboxylate). As a reaction SMILES: [Cl:1][C:2]1[CH:7]=[CH:6][C:5]([C:8]2[N:9]=[C:10]3[CH:15]=[CH:14][CH:13]=[CH:12][N:11]3[C:16]=2[CH2:17][C:18]2[N:22]=[C:21]([C:23]([O:25][CH2:26][CH3:27])=[O:24])[O:20][N:19]=2)=[CH:4][CH:3]=1.Cl.ClCC1N2C=C([F:40])C=CC2=NC=1C1C=CC(Cl)=CC=1>>[Cl:1][C:2]1[CH:3]=[CH:4][C:5]([C:8]2[N:9]=[C:10]3[CH:15]=[CH:14][C:13]([F:40])=[CH:12][N:11]3[C:16]=2[CH2:17][C:18]2[N:22]=[C:21]([C:23]([O:25][CH2:26][CH3:27])=[O:24])[O:20][N:19]=2)=[CH:6][CH:7]=1 |f:1.2|. Reported procedure: The title compound was prepared according to the experimentals described for compound 212 from 3-(chloromethyl)-2-(4-chlorophenyl)-6-fluoroimidazo[1,2-a]pyridine hydrochloride. m/e+ 401 for C19H15ClFN4O3 (M+H)+. Starting materials: ClC=1C=C2C=C(NC2=CC1Cl)CC(F)(F)F (5,6-Dichloro-2-(2,2,2-trifluoro-ethyl)-1H-indole), [H-].[Na+] (NaH), ClC1=CC=CC=2N(C(=NC21)CC(F)(F)F)Cl (dichloro-2-(2,2,2-trifluoro-ethyl)-1H-benzoimidazole), BrCC1=CC(=CC=C1)C#N (α-bromo-m-tolunitrile), [NH4+].[Cl-] (NH4Cl). The solvent is CN(C)C=O (DMF). Reaction conditions: temperature 0 celsius, time 0.5 hour. Product: EtOAc hexanes, ClC1=CC2=C(N(C(=N2)CC(F)(F)F)CC=2C=C(C#N)C=CC2)C=C1Cl (3-[5,6-Dichloro-2-(2,2,2-trifluoro-ethyl)-benzoimidazol-1-ylmethyl]-benzonitrile). Yield: 0.0%. As a reaction SMILES: [H-].[Na+].ClC1C2N=C(CC(F)(F)F)[N:9](Cl)C=2C=CC=1.[Cl:19][C:20]1[CH:21]=[C:22]2[C:26](=[CH:27][C:28]=1[Cl:29])[NH:25][C:24]([CH2:30][C:31]([F:34])([F:33])[F:32])=C2.Br[CH2:36][C:37]1[CH:42]=[CH:41][CH:40]=[C:39]([C:43]#[N:44])[CH:38]=1.[NH4+].[Cl-]>CN(C=O)C>[Cl:29][C:28]1[C:20]([Cl:19])=[CH:21][C:22]2[N:9]([CH2:36][C:37]3[CH:38]=[C:39]([CH:40]=[CH:41][CH:42]=3)[C:43]#[N:44])[C:24]([CH2:30][C:31]([F:32])([F:33])[F:34])=[N:25][C:26]=2[CH:27]=1 |f:0.1,5.6|. Procedure: NaH (60%) (60 mg, 1.5 mmol) was added into a solution of dichloro-2-(2,2,2-trifluoro-ethyl)-1H-benzoimidazole. 5,6-Dichloro-2-(2,2,2-trifluoro-ethyl)-1H-indole (269 mg, 1 mmol) in DMF (5 ml) at 0° C. The resulting mixture was stirred at 0° C. for half hour. α-bromo-m-tolunitrile (294 mg, 1.5 mmol) was then added to the reaction mixture at 0° C. The reaction temperature was raised to 25° C. and then the reaction mixture was stirred for 18 hours. NH4Cl (aq.) was added and extracted with EtOAc. The... The reactants are C1(CC1)N1C=C(C(C2=CC(=C(C(=C12)C=C)F)F)=O)C(=O)O (1-cyclopropyl-8-ethenyl-6,7-difluoro-1,4-dihydro-4-oxo-3-quinolinecarboxylic acid), CC1NCCNC1 (2-methylpiperazine). The solvent is C(C)#N (acetonitrile). Run at temperature 0 celsius. Yields the product C1(CC1)N1C=C(C(C2=CC(=C(C(=C12)C=C)N1CC(NCC1)C)F)=O)C(=O)O (1-Cyclopropyl-8-ethenyl-6-fluoro-1,4-dihydro-7-(3-methyl-1-piperazinyl)-4-oxo-3-quinolinecarboxylic acid). Yield: 75.2%. RXN SMILES: [CH:1]1([N:4]2[C:13]3[C:8](=[CH:9][C:10]([F:17])=[C:11](F)[C:12]=3[CH:14]=[CH2:15])[C:7](=[O:18])[C:6]([C:19]([OH:21])=[O:20])=[CH:5]2)[CH2:3][CH2:2]1.[CH3:22][CH:23]1[CH2:28][NH:27][CH2:26][CH2:25][NH:24]1>C(#N)C>[CH:1]1([N:4]2[C:13]3[C:8](=[CH:9][C:10]([F:17])=[C:11]([N:27]4[CH2:26][CH2:25][NH:24][CH:23]([CH3:22])[CH2:28]4)[C:12]=3[CH:14]=[CH2:15])[C:7](=[O:18])[C:6]([C:19]([OH:21])=[O:20])=[CH:5]2)[CH2:3][CH2:2]1. Procedure details: A mixture of 1-cyclopropyl-8-ethenyl-6,7-difluoro-1,4-dihydro-4-oxo-3-quinolinecarboxylic acid (0.80 g, 2.9 mmol), 2-methylpiperazine (1.9 g, 19 mmol) and acetonitrile (5 mL) was heated at reflux for 22 hours. The mixture was cooled and concentrated. The residue was dissolved in H2O (50 mL), treated with charcoal and filtered through celite. The pH of the filtrate was adjusted to 7, with HCl (3N) and after cooling to 0° C. the precipitate was collected and dried to provide 0.81 g (78%) of the de...